From a dataset of the Open Reaction Database (ORD), a public repository of structured organic reaction records. describe an organic reaction: reactants, conditions, products, and yield Reactants: CO (methanol), solution, B(Cl)(Cl)Cl (boron trichloride), C1OC=2C=C(CNC3=NC=NC4=CC=C(C=C34)Cl)C=CC2O1 (4-(3,4-methylenedioxybenzyl)amino-6-chloroquinazoline). The solvent is C(Cl)Cl (methylene chloride), C(Cl)(Cl)Cl (chloroform). The product is Cl.OC=1C=C(CNC2=NC=NC3=CC=C(C=C23)Cl)C=CC1O (4-(3,4-Dihydroxybenzyl)amino-6-chloroquinazoline hydrochloride). Isolated yield 71.0%. RXN SMILES: B(Cl)(Cl)[Cl:2].C1[O:26][C:25]2[CH:24]=[CH:23][C:9]([CH2:10][NH:11][C:12]3[C:21]4[C:16](=[CH:17][CH:18]=[C:19]([Cl:22])[CH:20]=4)[N:15]=[CH:14][N:13]=3)=[CH:8][C:7]=2[O:6]1.CO>C(Cl)Cl.C(Cl)(Cl)Cl>[ClH:2].[OH:6][C:7]1[CH:8]=[C:9]([CH:23]=[CH:24][C:25]=1[OH:26])[CH2:10][NH:11][C:12]1[C:21]2[C:16](=[CH:17][CH:18]=[C:19]([Cl:22])[CH:20]=2)[N:15]=[CH:14][N:13]=1 |f:5.6|. Procedure: 40 ml of a 1.0 M solution of boron trichloride in methylene chloride was dropped into a solution of 2.00 g (6.37 mmol) of 4-(3,4-methylenedioxybenzyl)amino-6-chloroquinazoline in 150 ml of chloroform under stirring at room temperature. The obtained mixture was stirred at room temperature for 2 days, followed by the addition of methanol, and the obtained mixture was distilled under a reduced pressure to remove the solvent. This procedure was repeated twice. The crystals thus precipitated were was... The reactants are Cc1c(CN2CCN(c3nccnc3-c3ccc(CN)cc3)CC2)cnn1C, CN(C)c1ccncc1, CCN=C=O, C1CCOC1. Yields the product CCNC(=O)NCc1ccc(-c2nccnc2N2CCN(Cc3cnn(C)c3C)CC2)cc1. As a reaction SMILES: [CH3:1][n:2]1[n:3][cH:4][c:5]([CH2:8][N:9]2[CH2:10][CH2:11][N:12]([c:15]3[n:16][cH:17][cH:18][n:19][c:20]3-[c:21]3[cH:22][cH:23][c:24]([CH2:25][NH2:26])[cH:27][cH:28]3)[CH2:13][CH2:14]2)[c:6]1[CH3:7].[CH3:39][N:40]([CH3:41])[c:42]1[cH:43][cH:44][n:45][cH:46][cH:47]1.[N:29](=[C:30]=[O:31])[CH2:32][CH3:33].[O:34]1[CH2:35][CH2:36][CH2:37][CH2:38]1>>[CH3:1][n:2]1[n:3][cH:4][c:5]([CH2:8][N:9]2[CH2:10][CH2:11][N:12]([c:15]3[n:16][cH:17][cH:18][n:19][c:20]3-[c:21]3[cH:22][cH:23][c:24]([CH2:25][NH:26][C:30]([NH:29][CH2:32][CH3:33])=[O:31])[cH:27][cH:28]3)[CH2:13][CH2:14]2)[c:6]1[CH3:7]. Reactants: COc1ccc2c(c1)N(CCN1CCC(NC(=O)OC(C)(C)C)CC1)C(=O)OC2, ClCCl, O=C(O)C(F)(F)F. Product: COc1ccc2c(c1)N(CCN1CCC(N)CC1)C(=O)OC2. Reaction SMILES: [CH3:1][O:2][c:3]1[cH:4][c:5]2[c:6]([cH:28][cH:29]1)[CH2:7][O:8][C:9](=[O:27])[N:10]2[CH2:11][CH2:12][N:13]1[CH2:14][CH2:15][CH:16]([NH:19][C:20](=[O:21])[O:22][C:23]([CH3:24])([CH3:25])[CH3:26])[CH2:17][CH2:18]1.[Cl:37][CH2:38][Cl:39].[OH:30][C:31]([C:32]([F:33])([F:34])[F:35])=[O:36]>>[CH3:1][O:2][c:3]1[cH:4][c:5]2[c:6]([cH:28][cH:29]1)[CH2:7][O:8][C:9](=[O:27])[N:10]2[CH2:11][CH2:12][N:13]1[CH2:14][CH2:15][CH:16]([NH2:19])[CH2:17][CH2:18]1. Starting materials: Cl.CN(CCCN=C=NCC)C (N-[3-(dimethylamino)propyl]-N′-ethylcarbodiimide hydrochloride), [Na] (sodium), ClC1=NC(=NC(=C1)OC)CC(=O)O ((4-chloro-6-methoxypyrimidin-2-yl)acetic acid), CC1NC2=CC=CC=C2C1 (2-methylindoline). The solvent is CN(C)C=O (DMF), N1=CC=CC=C1 (pyridine). Conditions: temperature 20 celsius. Product: ClC1=NC(=NC(=C1)OC)CC(=O)N1C(CC2=CC=CC=C12)C (2-(4-Chloro-6-methoxypyrimidin-2-yl)-1-(2-methyl-2,3-dihydroindol-1-yl)ethanone), solid. Yield: 46.0%. As a reaction SMILES: [Na].[Cl:2][C:3]1[CH:8]=[C:7]([O:9][CH3:10])[N:6]=[C:5]([CH2:11][C:12]([OH:14])=O)[N:4]=1.[CH3:15][CH:16]1[CH2:24][C:23]2[C:18](=[CH:19][CH:20]=[CH:21][CH:22]=2)[NH:17]1.Cl.CN(C)CCCN=C=NCC>N1C=CC=CC=1.CN(C=O)C>[Cl:2][C:3]1[CH:8]=[C:7]([O:9][CH3:10])[N:6]=[C:5]([CH2:11][C:12]([N:17]2[C:18]3[C:23](=[CH:22][CH:21]=[CH:20][CH:19]=3)[CH2:24][CH:16]2[CH3:15])=[O:14])[N:4]=1 |f:3.4,^1:0|. Reported procedure: In a three-necked flask, under argon, 4 g of the sodium salt of (4-chloro-6-methoxypyrimidin-2-yl)acetic acid (example 8b, step 3b) and 2.6 g of 2-methylindoline (6872-06-6, Aldrich) are placed in 3 ml of pyridine and 60 ml of DMF. The heterogeneous solution obtained is stirred at ambient temperature (20° C.), then N-[3-(dimethylamino)propyl]-N′-ethylcarbodiimide hydrochloride is added and stirring is maintained for 20 hours. The reaction mixture is concentrated in a rotary evaporator under vacu...